describe an organic reaction: reactants, conditions, products, and yield From a dataset of the Open Reaction Database (ORD), a public repository of structured organic reaction records. Reactants: C(C)(=O)N1N=C(C2=CC=C(C=C12)F)CBr (1-Acetyl-3-bromomethyl-6-fluoro-1-H-indazole), Cl.Cl.COC1=CC=C(C=C1)N1CCNCC1 (4-methoxyphenylpiperazine dihydrochloride), CCN(C(C)C)C(C)C (Hunig's base), C([O-])(O)=O.[Na+] (sodium bicarbonate). The solvent is C(Cl)Cl (CH2Cl2). Reaction conditions: temperature 20 celsius, time 16 hour. Product: C(C)(=O)N1N=C(C2=CC=C(C=C12)F)CN1CCN(CC1)C1=CC=C(C=C1)OC (1-Acetyl-6-fluoro-3-[4-(4-methoxyphenyl)piperazin-1-ylmethyl]-1H-indazole). Yield: 53.3%. As a reaction SMILES: [C:1]([N:4]1[C:12]2[C:7](=[CH:8][CH:9]=[C:10]([F:13])[CH:11]=2)[C:6]([CH2:14]Br)=[N:5]1)(=[O:3])[CH3:2].Cl.Cl.[CH3:18][O:19][C:20]1[CH:25]=[CH:24][C:23]([N:26]2[CH2:31][CH2:30][NH:29][CH2:28][CH2:27]2)=[CH:22][CH:21]=1.CCN(C(C)C)C(C)C.C(=O)(O)[O-].[Na+]>C(Cl)Cl>[C:1]([N:4]1[C:12]2[C:7](=[CH:8][CH:9]=[C:10]([F:13])[CH:11]=2)[C:6]([CH2:14][N:29]2[CH2:28][CH2:27][N:26]([C:23]3[CH:22]=[CH:21][C:20]([O:19][CH3:18])=[CH:25][CH:24]=3)[CH2:31][CH2:30]2)=[N:5]1)(=[O:3])[CH3:2] |f:1.2.3,5.6|. Procedure: 1-Acetyl-3-bromomethyl-6-fluoro-1-H-indazole (0.63 g, 2.33 mmol) in CH2Cl2 (10 mL) was treated with 4-methoxyphenylpiperazine dihydrochloride (0.593 g, 2.33 mmol) and Hunig's base (1.32 mL, 7.5 mmol) and the mixture stirred at 20° C. for 16 h. The mixture was poured into saturated aqueous sodium bicarbonate solution (25 mL) and extracted with CH2Cl2 (3×25 mL). The combined organic extracts were dried (MgSO4), concentrated and the residue purified by flash chromatography (25% EtOAc in hexane) to ... Starting materials: OC1=NC(=CC2=CC=NC=C12)C1=CC=CC=C1 (1-hydroxy-3-phenyl-2,7-naphthyridine), Cl (HCl), Intermediate 1, C(=O)(O)[O-].[Na+] (NaHCO3). Run in C(C)(=O)O (acetic acid). Reaction conditions: time 18 hour. Product: ClC1=NC(=CC2=CC=NC=C12)C1=CC=CC=C1 (1-Chloro-3-phenyl-2,7-naphthyridine). Reaction SMILES: [ClH:1].C([O-])(O)=O.[Na+].O[C:8]1[C:17]2[C:12](=[CH:13][CH:14]=[N:15][CH:16]=2)[CH:11]=[C:10]([C:18]2[CH:23]=[CH:22][CH:21]=[CH:20][CH:19]=2)[N:9]=1>C(O)(=O)C>[Cl:1][C:8]1[C:17]2[C:12](=[CH:13][CH:14]=[N:15][CH:16]=2)[CH:11]=[C:10]([C:18]2[CH:23]=[CH:22][CH:21]=[CH:20][CH:19]=2)[N:9]=1 |f:1.2|. Procedure: HCl gas was bubbled through a warmed solution of Intermediate 1 (3.49 g, 14.0 mmol) in glacial acetic acid (35 ml) for about 2 min. The reaction flask was stoppered and the reaction mixture was stirred at 40° for 6 h and at room temperature for 18 h. The volatiles were removed in vacuo to afford a yellow solid which was treated with saturated aqueous NaHCO3 (50 ml). The obtained light yellow powder was collected by filtration, washed with water and dried to afford a mixture of 1-hydroxy-3-phenyl... Starting materials: BrCc1ccccc1, CCC1CC(=O)c2c(O)cc(C=O)cc2C1, [H-], [Na+]. Yields the product CCC1CC(=O)c2c(cc(C=O)cc2OCc2ccccc2)C1. RXN SMILES: [Br:19][CH2:20][c:21]1[cH:22][cH:23][cH:24][cH:25][cH:26]1.[CH2:1]([CH3:2])[CH:3]1[CH2:4][C:5](=[O:16])[c:6]2[c:7]([OH:15])[cH:8][c:9]([CH:13]=[O:14])[cH:10][c:11]2[CH2:12]1.[H-:17].[Na+:18]>>[CH2:1]([CH3:2])[CH:3]1[CH2:4][C:5](=[O:16])[c:6]2[c:7]([O:15][CH2:20][c:21]3[cH:22][cH:23][cH:24][cH:25][cH:26]3)[cH:8][c:9]([CH:13]=[O:14])[cH:10][c:11]2[CH2:12]1.